This data is from the Open Reaction Database (ORD), a public repository of structured organic reaction records. The task is: describe an organic reaction: reactants, conditions, products, and yield The reactants are O=[N+]([O-])c1ccc(O)c(Br)c1, O=C([O-])[O-], CC(C)=O, CC(C)I, [K+], [K+]. The product is CC(C)Oc1ccc([N+](=O)[O-])cc1Br. As a reaction SMILES: [Br:1][c:2]1[c:3]([OH:11])[cH:4][cH:5][c:6]([N+:8](=[O:9])[O-:10])[cH:7]1.[C:16](=[O:17])([O-:18])[O-:19].[CH3:22][C:23](=[O:24])[CH3:25].[I:12][CH:13]([CH3:14])[CH3:15].[K+:20].[K+:21]>>[Br:1][c:2]1[c:3]([O:11][CH:13]([CH3:14])[CH3:15])[cH:4][cH:5][c:6]([N+:8](=[O:9])[O-:10])[cH:7]1. Reactants: [H-].[Na+] (sodium hydride), solution, ClC1=NC=NC(=C1)Cl (4,6-dichloropyrimidine), solution, CC(CO)=C (2-methyl-2-propenol), [Cl-].[NH4+] (ammonium chloride). The solvent is O1CCCC1 (tetrahydrofuran), O1CCCC1 (tetrahydrofuran), O1CCCC1 (tetrahydrofuran). Run at time 10 minute. The product is ClC1=NC=NC(=C1)OCC(=C)C (4-chloro-6-(2-methylallyloxy)pyrimidine). The yield is 310.0%. Reaction SMILES: [H-].[Na+].[CH3:3][C:4](=[CH2:7])[CH2:5][OH:6].[Cl:8][C:9]1[CH:14]=[C:13](Cl)[N:12]=[CH:11][N:10]=1.[Cl-].[NH4+]>O1CCCC1>[Cl:8][C:9]1[CH:14]=[C:13]([O:6][CH2:5][C:4]([CH3:3])=[CH2:7])[N:12]=[CH:11][N:10]=1 |f:0.1,4.5|. Reported procedure: In 10 ml of tetrahydrofuran was suspended 0.322 g of sodium hydride (60% in oil), to which 0.5 ml of a solution containing 0.16 g of 2-methyl-2-propenol in tetrahydrofuran was added dropwise at 0° C., followed by stirring for 10 minutes. To this was added dropwise 0.5 ml of a solution containing 1 g of 4,6-dichloropyrimidine in tetrahydrofuran, followed by stirring at the same temperature for 2 hours. The reaction mixture was then poured into a saturated aqueous ammonium chloride solution, which... The reactants are mixed liquid, C(CCCCCCCCCCC)OS(=O)(=O)[O-].[Na+] (sodium laurylsulfate), 28, P(=O)(OCCCCCCCC)(OCCCCCCCC)OCCCCCCCC (trioctyl phosphate), CC(C)CCCC(CCCC(CCCC(C)C)C)C (2,6,10,14-tetramethylpentadecane). Run in aqueous solution, C(C)O (ethanol). Run at time 2 minute. Yields the product P(=O)(OCCCCCCCC)(OCCCCCCCC)OCCCCCCCC.CC(C)CCCC(CCCC(CCCC(C)C)C)C (trioctyl phosphate 2,6,10,14-tetramethylpentadecane). Reaction SMILES: [P:1]([O:21][CH2:22][CH2:23][CH2:24][CH2:25][CH2:26][CH2:27][CH2:28][CH3:29])([O:12][CH2:13][CH2:14][CH2:15][CH2:16][CH2:17][CH2:18][CH2:19][CH3:20])([O:3][CH2:4][CH2:5][CH2:6][CH2:7][CH2:8][CH2:9][CH2:10][CH3:11])=[O:2].[CH3:30][CH:31]([CH2:33][CH2:34][CH2:35][CH:36]([CH3:48])[CH2:37][CH2:38][CH2:39][CH:40]([CH3:47])[CH2:41][CH2:42][CH2:43][CH:44]([CH3:46])[CH3:45])[CH3:32].C(OS([O-])(=O)=O)CCCCCCCCCCC.[Na+]>C(O)C>[P:1]([O:3][CH2:4][CH2:5][CH2:6][CH2:7][CH2:8][CH2:9][CH2:10][CH3:11])([O:21][CH2:22][CH2:23][CH2:24][CH2:25][CH2:26][CH2:27][CH2:28][CH3:29])([O:12][CH2:13][CH2:14][CH2:15][CH2:16][CH2:17][CH2:18][CH2:19][CH3:20])=[O:2].[CH3:46][CH:44]([CH2:43][CH2:42][CH2:41][CH:40]([CH3:47])[CH2:39][CH2:38][CH2:37][CH:36]([CH3:48])[CH2:35][CH2:34][CH2:33][CH:31]([CH3:32])[CH3:30])[CH3:45] |f:2.3,5.6|. Procedure: In 100 ml of an aqueous solution containing 20% by volume of ethanol were incorporated 100 ml of a mixed liquid comprising trioctyl phosphate and 2,6,10,14-tetramethylpentadecane at a weight ratio of 2:1 and 0.2 g of sodium laurylsulfate, and ultrasonic vibration having a frequency of 28 KHz was applied to the liquid mixture for 2 minutes to form an emulsion in which particles of the trioctyl phosphate/2,6,10,14-tetramethylpentadecane mixed liquid having an average particle diameter of 0.3 μm we... Reactants: CC(C)(CO)CBr, O=C([O-])[O-], CCOc1cc(O)cc(CO)c1, [Cs+], [Cs+], [I-], [K+], CN(C)C=O. The product is CCOc1cc(CO)cc(OCC(C)(C)CO)c1. Reaction SMILES: [Br:21][CH2:22][C:23]([CH2:24][OH:25])([CH3:26])[CH3:27].[C:13](=[O:14])([O-:15])[O-:16].[CH2:1]([CH3:2])[O:3][c:4]1[cH:5][c:6]([OH:12])[cH:7][c:8]([CH2:10][OH:11])[cH:9]1.[Cs+:17].[Cs+:18].[I-:20].[K+:19].[O:28]=[CH:29][N:30]([CH3:31])[CH3:32]>>[CH2:1]([CH3:2])[O:3][c:4]1[cH:5][c:6]([O:12][CH2:22][C:23]([CH2:24][OH:25])([CH3:26])[CH3:27])[cH:7][c:8]([CH2:10][OH:11])[cH:9]1. Run in C1CCOC1 (THF), C1CCOC1 (THF). RXN SMILES: CCCC[N+](CCCC)(CCCC)CCCC.[F-].[CH2:19]([O:51][C:52]1[CH:57]=[C:56]([O:58][CH3:59])[C:55]([C:60]([N:62]2[CH2:66][C:65](=[CH2:67])[CH2:64][C@H:63]2[CH2:68][O:69][Si](C(C)(C)C)(C)C)=[O:61])=[CH:54][C:53]=1[N+:77]([O-:79])=[O:78])[CH2:20][CH2:21][O:22][C:23]1[CH:28]=[C:27]([O:29][CH3:30])[C:26]([C:31]([N:33]2[CH2:37][C:36](=[CH2:38])[CH2:35][CH:34]2[CH2:39][O:40][Si](C(C)(C)C)(C)C)=[O:32])=[CH:25][C:24]=1[N+:48]([O-:50])=[O:49].[NH4+].[Cl-]>C1COCC1>[CH2:21]([O:22][C:23]1[CH:28]=[C:27]([O:29][CH3:30])[C:26]([C:31]([N:33]2[CH2:37][C:36](=[CH2:38])[CH2:35][C@H:34]2[CH2:39][OH:40])=[O:32])=[CH:25][C:24]=1[N+:48]([O-:50])=[O:49])[CH2:20][CH2:19][O:51][C:52]1[CH:57]=[C:56]([O:58][CH3:59])[C:55]([C:60]([N:62]2[CH2:66][C:65](=[CH2:67])[CH2:64][CH:63]2[CH2:68][OH:69])=[O:61])=[CH:54][C:53]=1[N+:77]([O-:79])=[O:78] |f:0.1,3.4|. Starting materials: CCCC[N+](CCCC)(CCCC)CCCC.[F-] (TBAF), solution, C(CCOC1=C(C=C(C(=C1)OC)C(=O)N1C(CC(C1)=C)CO[Si](C)(C)C(C)(C)C)[N+](=O)[O-])OC1=C(C=C(C(=C1)OC)C(=O)N1[C@@H](CC(C1)=C)CO[Si](C)(C)C(C)(C)C)[N+](=O)[O-] ((2S)-1,1′-[[(Propane-1,3-diyl)dioxy]bis[(2-nitro-5-methoxy-1,4-phenylene)carbonyl]]bis[2-(tert-butyldimethylsilyloxymethyl)-4-methylidenepyrrolidine]), ice acetone, [NH4+].[Cl-] (NH4Cl). Reported procedure: A solution of TBAF (3.98 mL of a 1M solution in THF, 3.98 mmol) was added to the bis-silyl ether 75 (1.41 g, 1.59 mmol) in THF (35 mL) at 0° C. (ice/acetone). The reaction mixture was allowed to warm to room temperature and after a further 30 minutes saturated NH4Cl (120 mL) was added. The aqueous solution was extracted with EtOAc (3×80 mL), washed with brine (80 mL), dried (MgSO4) filtered and evaporated in vacuo to give a dark orange oil which was purified by flash chromatography (97% CHCl3/Me... Yield: 93.9%. Product: C(CCOC1=C(C=C(C(=C1)OC)C(=O)N1C(CC(C1)=C)CO)[N+](=O)[O-])OC1=C(C=C(C(=C1)OC)C(=O)N1[C@@H](CC(C1)=C)CO)[N+](=O)[O-] ((2S)-1,1′-[[(Propane-1,3-diyl)dioxy]bis[(2-nitro-5-methoxy-1,4-phenylene)carbonyl]]bis[2-(hydroxymethyl)-4-methylidenepyrrolidine]). The reactants are C(#N)C1=CC=C(C=C1)[C@@H]1CC[C@H](CC1)CO (trans-4-(4-cyanophenyl)cyclohexylcarbinol), [Cr](=O)(=O)([O-])Cl.[NH+]1=CC=CC=C1 (pyridinium chlorochromate), C1C(=C(N2C(S1)C(C2=O)NC(=O)CC3=CC=CS3)C(=O)O)C[N+]4=CC=CC=C4 (Floridin), [O-][Si](=O)[O-].[Mg+2] (Florisil). The solvent is ClCCl (dichloromethane), ClCCl (dichloromethane), C(C)OCC (diethyl ether). Product: C(#N)C1=CC=C(C=C1)[C@@H]1CC[C@H](CC1)C=O (trans-4-(4-cyanophenyl)cyclohexanecarbaldehyde). Reaction SMILES: [C:1]([C:3]1[CH:8]=[CH:7][C:6]([C@H:9]2[CH2:14][CH2:13][C@H:12]([CH2:15][OH:16])[CH2:11][CH2:10]2)=[CH:5][CH:4]=1)#[N:2].[Cr](Cl)([O-])(=O)=O.[NH+]1C=CC=CC=1.[O-][Si]([O-])=O.[Mg+2].C1SC2C(NC(CC3SC=CC=3)=O)C(=O)N2C(C(O)=O)=C1C[N+]1C=CC=CC=1>ClCCl.C(OCC)C>[C:1]([C:3]1[CH:8]=[CH:7][C:6]([C@H:9]2[CH2:14][CH2:13][C@H:12]([CH:15]=[O:16])[CH2:11][CH2:10]2)=[CH:5][CH:4]=1)#[N:2] |f:1.2,3.4|. Procedure details: Trimethylsilyl chloride (305.6 g, 2.81 mol) was dropwise added to trans-4-methoxymethyl-1-(4-cyanophenyl)cyclohexane (322.5 g, 1.41 mol), sodium iodide (421.6 g, 2.81 mol) and acetonitrile (2.5 l), with stirring in nitrogen atmosphere at 35° C. over 30 minutes, followed by agitating the mixture for 20 minutes, cooling it down to 10° C., filtering the reaction mixture by suction, pouring the mother liquor in ice water (2 Kg), extracting with chloroform (1.5 l), twice washing the chloroform soluti... The reactants are C(C)OC(C1=C(C(=CC(=C1)F)C(F)(F)F)OCC1=CC=CC=C1)=O (2-benzyloxy-5-fluoro-3-(trifluoromethyl)-benzoic acid ethyl ester), OC(CN)C1OC(OC1)(C)C (2-hydroxy-2-(2,2-dimethyl-1,3-dioxolan-4-yl)-ethylamine). Reaction conditions: temperature 100 celsius. Reaction SMILES: C([O:3][C:4](=O)[C:5]1[CH:10]=[C:9]([F:11])[CH:8]=[C:7]([C:12]([F:15])([F:14])[F:13])[C:6]=1[O:16][CH2:17][C:18]1[CH:23]=[CH:22][CH:21]=[CH:20][CH:19]=1)C.[OH:25][CH:26]([CH:29]1[CH2:33][O:32][C:31]([CH3:35])([CH3:34])[O:30]1)[CH2:27][NH2:28]>C(O)C>[OH:25][CH:26]([CH:29]1[CH2:33][O:32][C:31]([CH3:35])([CH3:34])[O:30]1)[CH2:27][NH:28][C:4](=[O:3])[C:5]1[CH:10]=[C:9]([F:11])[CH:8]=[C:7]([C:12]([F:13])([F:14])[F:15])[C:6]=1[O:16][CH2:17][C:18]1[CH:19]=[CH:20][CH:21]=[CH:22][CH:23]=1. Product: OC(CNC(C1=C(C(=CC(=C1)F)C(F)(F)F)OCC1=CC=CC=C1)=O)C1OC(OC1)(C)C (2-Benzyloxy-5-fluoro-(trifluoromethyl)-benzoic acid-[2-hydroxy-2-(2,2-dimethyl-I,3-dioxolan-4-yl)-ethylamide]). Reported procedure: 3.42 g (10 mmol) of 2-benzyloxy-5-fluoro-3-(trifluoromethyl)-benzoic acid ethyl ester is dissolved in 10 ml of ethanol, 2.43 g (15 mmol) of 2-hydroxy-2-(2,2-dimethyl-1,3-dioxolan-4-yl)-ethylamine is added, the ethanol is distilled off and the remaining oil is warmed to 100° C. in a vacuum in 2 hours. The reaction mixture is then dissolved in 50 ml of ethyl acetate, shaken out twice with 10 ml of 1N hydrochloric acid each, the organic phase is dried on sodium sulfate, concentrated by evaporation ... The solvent is C(C)O (ethanol).